This data is from the Open Reaction Database (ORD), a public repository of structured organic reaction records. The task is: describe an organic reaction: reactants, conditions, products, and yield Starting materials: C(=O)=O (carbon dioxide), C(CCC)[Li] (n-Butyl lithium), solution, ClC1=C(C=C(C=C1)Cl)NC(C(C)(C)C)=O (2,5-dichloro-1-(trimethylacetylamino)benzene), [OH-].[Na+] (sodium hydroxide). Run in O1CCCC1 (tetrahydrofuran), CCCCCC (hexane), O1CCCC1 (tetrahydrofuran). Conditions: temperature -20 celsius, time 1.5 hour. Yields the product C(C)(C)(C)C=1OC2=C(N1)C(=CC=C2C(=O)O)Cl (2-t-butyl-4-chlorobenzoxazole-7-carboxylic acid). Reaction SMILES: C([Li])CCC.[Cl:6][C:7]1[CH:12]=[CH:11][C:10](Cl)=[CH:9][C:8]=1[NH:14][C:15](=[O:20])[C:16]([CH3:19])([CH3:18])[CH3:17].[C:21](=[O:23])=[O:22].[OH-].[Na+]>CCCCCC.O1CCCC1>[C:16]([C:15]1[O:20][C:9]2[C:10]([C:21]([OH:23])=[O:22])=[CH:11][CH:12]=[C:7]([Cl:6])[C:8]=2[N:14]=1)([CH3:19])([CH3:18])[CH3:17] |f:3.4|. Reported procedure: n-Butyl lithium (101.6 ml of a 2.5M solution in hexane) was added during 30 minutes to a stirred solution of 2,5-dichloro-1-(trimethylacetylamino)benzene (25.0 g) in dry tetrahydrofuran at -40° C. and the solution stirred at -20° C. for 1.5 hours and poured onto solid carbon dioxide in dry tetrahydrofuran. The mixture was allowed to reach room temperature, 2M sodium hydroxide solution added and extracted with ethylacetate. The aqueous solution was acidified (concentrated hydrochloric acid) and t... Yields the product BrC=1C2=C(SC1)C=CC=C2 (3-bromobenzo[b]thiophene). Run in C(Cl)(Cl)(Cl)Cl (carbon tetrachloride), C(Cl)(Cl)(Cl)Cl (carbon tetrachloride). Yield: 48408.0%. Starting materials: S1C2=C(C=C1)C=CC=C2 (benzo[b]thiophene), BrBr (bromine). RXN SMILES: [S:1]1[CH:5]=[CH:4][C:3]2[CH:6]=[CH:7][CH:8]=[CH:9][C:2]1=2.[Br:10]Br>C(Cl)(Cl)(Cl)Cl>[Br:10][C:4]1[C:3]2[CH:6]=[CH:7][CH:8]=[CH:9][C:2]=2[S:1][CH:5]=1. Reported procedure: Dissolve benzo[b]thiophene (23g, 0.170mmol) in carbon tetrachloride (80mL). Add, by dropwise addition, a solution of bromine (26.85g, 0.168mmol) in carbon tetrachloride (30mL) and stir at room temperature for 2 days. Quench with a 1M solution of sodium thiosulfate and separate the organic phase. Extract the aqueous phase with carbon tetrachloride, combine the organic phases and dry (MgSO4). Evaporate the solvent in vacuo and purify by distillation to give 3-bromobenzo[b]thiophene as a pale yello... The reactants are O=C1CCN(Cc2ccccc2)CC1, N#CCc1ccccc1, CC[O-], [Na+]. The product is N#CC(=C1CCN(Cc2ccccc2)CC1)c1ccccc1. RXN SMILES: [CH2:14]([c:15]1[cH:16][cH:17][cH:18][cH:19][cH:20]1)[N:21]1[CH2:22][CH2:23][C:24](=[O:27])[CH2:25][CH2:26]1.[CH2:5]([c:6]1[cH:7][cH:8][cH:9][cH:10][cH:11]1)[C:12]#[N:13].[CH3:2][CH2:3][O-:4].[Na+:1]>>[C:5]([c:6]1[cH:7][cH:8][cH:9][cH:10][cH:11]1)([C:12]#[N:13])=[C:24]1[CH2:23][CH2:22][N:21]([CH2:14][c:15]2[cH:16][cH:17][cH:18][cH:19][cH:20]2)[CH2:26][CH2:25]1. Reactants: C(#N)CP(OCC)(OCC)=O (diethyl cyanomethylphosphonate), CC(C)([O-])C.[K+] (potassium t-butoxide), C1OCC12CC(C2)=O (2-oxaspiro[3.3]heptan-6-one). The solvent is C1CCOC1 (THF), C1CCOC1 (THF), C1CCOC1 (THF). Reaction conditions: temperature 0 celsius, time 1 hour. Yields the product C1OCC12CC(C2)=CC#N (2-(2-oxaspiro[3.3]heptan-6-ylidene)acetonitrile). The yield is 31.9%. RXN SMILES: [C:1]([CH2:3]P(=O)(OCC)OCC)#[N:2].CC(C)([O-])C.[K+].[CH2:18]1[C:21]2([CH2:24][C:23](=O)[CH2:22]2)[CH2:20][O:19]1>C1COCC1>[CH2:18]1[C:21]2([CH2:24][C:23](=[CH:3][C:1]#[N:2])[CH2:22]2)[CH2:20][O:19]1 |f:1.2|. Procedure details: To a solution of diethyl cyanomethylphosphonate (82 mg; 0.464 mmol) in THF (2 mL) at 0° C. under nitrogen was added potassium t-butoxide (0.51 mmol; 1M solution in THF) and the mixture was stirred at 0° C. for 1 hour. A solution of 2-oxaspiro[3.3]heptan-6-one (52 mg; 0.464 mmol) in THF (1 mL) was added. A precipitate formed and further THF (1 mL) was added to enhance the stirring. The reaction mixture was allowed to stir for 4 hours at ambient temperature. The reaction mixture was partitioned be... Reactants: ON1N=NC2=C1N=CC=C2 (1-hydroxy-7-azabenzotriazole), CN1CCOCC1 (4-methylmorpholine), C(CCl)Cl (EDC), C(C)(C)(C)OC(=O)C=1C(=CC=CC1)C1=CC(=C(C=C1)CN1C(=NC(=C1CN)CC)OCC)F (4′-(5-Aminomethyl-2-ethoxy-4-ethylimidazol-1-ylmethyl)-3′-fluorobiphenyl-2-carboxylic acid t-butyl ester), C(C)(=O)S[C@H](C(=O)O)CC(C)C ((S)-2-acetylsulfanyl-4-methylpentanoic acid), CN(C)C=O (DMF). Reported procedure: 4′-(5-Aminomethyl-2-ethoxy-4-ethylimidazol-1-ylmethyl)-3′-fluorobiphenyl-2-carboxylic acid t-butyl ester (5.0 g, 11.0 mmol), (S)-2-acetylsulfanyl-4-methylpentanoic acid (dicyclohexylamine salt; 2.1 g, 11.0 mmol), 4-methylmorpholine (1.2 mL, 11.0 mmol), and 1-hydroxy-7-azabenzotriazole (1.5 g, 11.0 mmol) were combined and dissolved in DMF (120 mL, 1.6 mol) and then cooled at 0° C. for 10 minutes. EDC (2 mL, 11.0 mmol) was added and the mixture was stirred at 0° C. for 1 hour and then at room temp... RXN SMILES: [C:1]([O:5][C:6]([C:8]1[C:9]([C:14]2[CH:19]=[CH:18][C:17]([CH2:20][N:21]3[C:25]([CH2:26][NH2:27])=[C:24]([CH2:28][CH3:29])[N:23]=[C:22]3[O:30][CH2:31][CH3:32])=[C:16]([F:33])[CH:15]=2)=[CH:10][CH:11]=[CH:12][CH:13]=1)=[O:7])([CH3:4])([CH3:3])[CH3:2].[C:34]([S:37][C@@H:38]([CH2:42][CH:43]([CH3:45])[CH3:44])[C:39](O)=[O:40])(=[O:36])[CH3:35].CN1CCOCC1.ON1C2N=CC=CC=2N=N1.CN(C=O)C.C(Cl)CCl>>[C:1]([O:5][C:6]([C:8]1[C:9]([C:14]2[CH:19]=[CH:18][C:17]([CH2:20][N:21]3[C:25]([CH2:26][NH:27][C:39](=[O:40])[C@@H:38]([S:37][C:34](=[O:36])[CH3:35])[CH2:42][CH:43]([CH3:45])[CH3:44])=[C:24]([CH2:28][CH3:29])[N:23]=[C:22]3[O:30][CH2:31][CH3:32])=[C:16]([F:33])[CH:15]=2)=[CH:10][CH:11]=[CH:12][CH:13]=1)=[O:7])([CH3:3])([CH3:2])[CH3:4]. Conditions: temperature 0 celsius, time 1 hour. The product is acetylsulfanyl ester, C(C)(C)(C)OC(=O)C=1C(=CC=CC1)C1=CC(=C(C=C1)CN1C(=NC(=C1CNC([C@H](CC(C)C)SC(C)=O)=O)CC)OCC)F (4′-{5-[((S)-2-acetylsulfanyl-4-methylpentanoylamino)methyl]-2-ethoxy-4-ethylimidazol-1-ylmethyl}-3′-fluorobiphenyl-2-carboxylic acid t-butyl ester). Starting materials: [H-].[Na+] (sodium hydride), C(C)OP(=O)(OCC)CC(=O)OCC (ethyl 2-(diethoxyphosphoryl)acetate), C(=O)(O)[O-].[Na+] (NaHCO3), C(C)[C@@H]1CC(C[C@@H]1C1=NN=C2N1C1=C(N=C2)N(C=C1)S(=O)(=O)C1=CC=C(C)C=C1)=O ((cis)-3-ethyl-4-(6-tosyl-6H-pyrrolo[2,3-e][1,2,4]triazolo[4,3-a]pyrazin-1-yl)cyclopentanone). The solvent is C1CCOC1 (THF), CCOC(=O)C (EtOAc), C1CCOC1 (THF). The product is C(C)[C@@H]1CC(C[C@@H]1C1=NN=C2N1C1=C(N=C2)N(C=C1)S(=O)(=O)C1=CC=C(C)C=C1)=CC(=O)OCC (ethyl 2-((cis)-3-ethyl-4-(6-tosyl-6H-pyrrolo[2,3-e][1,2,4]triazolo[4,3-a]pyrazin-1-yl)cyclopentylidene)acetate). The yield is 89.3%. RXN SMILES: [H-].[Na+].C(OP([CH2:11][C:12]([O:14][CH2:15][CH3:16])=[O:13])(OCC)=O)C.[CH2:17]([C@H:19]1[C@@H:23]([C:24]2[N:28]3[C:29]4[CH:35]=[CH:34][N:33]([S:36]([C:39]5[CH:45]=[CH:44][C:42]([CH3:43])=[CH:41][CH:40]=5)(=[O:38])=[O:37])[C:30]=4[N:31]=[CH:32][C:27]3=[N:26][N:25]=2)[CH2:22][C:21](=O)[CH2:20]1)[CH3:18].C([O-])(O)=O.[Na+]>C1COCC1.CCOC(C)=O>[CH2:17]([C@H:19]1[C@@H:23]([C:24]2[N:28]3[C:29]4[CH:35]=[CH:34][N:33]([S:36]([C:39]5[CH:40]=[CH:41][C:42]([CH3:43])=[CH:44][CH:45]=5)(=[O:37])=[O:38])[C:30]=4[N:31]=[CH:32][C:27]3=[N:26][N:25]=2)[CH2:22][C:21](=[CH:11][C:12]([O:14][CH2:15][CH3:16])=[O:13])[CH2:20]1)[CH3:18] |f:0.1,4.5|. Procedure: To a slurry of sodium hydride (0.227 g, 5.67 mmol, 60% dispersion in oil) in THF (30 mL) was added ethyl 2-(diethoxyphosphoryl)acetate (1.18 mL, 5.90 mmol). After about 30 min a solution of (cis)-3-ethyl-4-(6-tosyl-6H-pyrrolo[2,3-e][1,2,4]triazolo[4,3-a]pyrazin-1-yl)cyclopentanone (2.00 g, 4.72 mmol) in THF (1.0 mL) was added. After about 4 h EtOAc and sat NaHCO3 were added. The organic layer was separated concd in vacuo and purified by flash chromatography on silica gel eluting with 20-100% EtO... The reactants are CCN(C(C)C)C(C)C, CC(C)(C)OCCOc1ccc(C(N)C(=O)NC(Cc2ccccc2)c2nc3cc(I)ccc3[nH]2)cc1, O=C(Cl)OC(Cl)(Cl)Cl, C1CCOC1, C1CCOC1, Cc1ccccc1. Yields the product CC(C)(C)OCCOc1ccc(C2NC(=O)N(C(Cc3ccccc3)c3nc4cc(I)ccc4[nH]3)C2=O)cc1. As a reaction SMILES: [CH:58]([N:59]([CH2:60][CH3:61])[CH:62]([CH3:63])[CH3:64])([CH3:65])[CH3:66].[NH2:21][CH:22]([C:23](=[O:24])[NH:25][CH:26]([CH2:27][c:28]1[cH:29][cH:30][cH:31][cH:32][cH:33]1)[c:34]1[n:35][c:36]2[c:37]([nH:38]1)[cH:39][cH:40][c:41]([I:43])[cH:42]2)[c:44]1[cH:45][cH:46][c:47]([O:50][CH2:51][CH2:52][O:53][C:54]([CH3:55])([CH3:56])[CH3:57])[cH:48][cH:49]1.[O:1]=[C:2]([Cl:3])[O:4][C:5]([Cl:6])([Cl:7])[Cl:8].[O:67]1[CH2:68][CH2:69][CH2:70][CH2:71]1.[O:9]1[CH2:10][CH2:11][CH2:12][CH2:13]1.[c:14]1([CH3:15])[cH:16][cH:17][cH:18][cH:19][cH:20]1>>[O:1]=[C:2]1[NH:21][CH:22]([c:44]2[cH:45][cH:46][c:47]([O:50][CH2:51][CH2:52][O:53][C:54]([CH3:55])([CH3:56])[CH3:57])[cH:48][cH:49]2)[C:23](=[O:24])[N:25]1[CH:26]([CH2:27][c:28]1[cH:29][cH:30][cH:31][cH:32][cH:33]1)[c:34]1[n:35][c:36]2[c:37]([nH:38]1)[cH:39][cH:40][c:41]([I:43])[cH:42]2. The reactants are ClC1=C(OCCCCOCC=O)C(=CC(=C1)OCC=C(Cl)Cl)Cl (4-(2,6-dichloro-4-(3,3-dichloro-2-propenyloxy)phenoxy)butyloxyacetaldehyde), C1(=CC=CC=C1)P(C1=CC=CC=C1)C1=CC=CC=C1 (triphenylphosphine), ClC(C(=O)[O-])(F)F.[Na+] (sodium chlorodifluoroacetate), O (water), crude product. The solvent is COCCOCCOC (diglyme), COCCOCCOC (diglyme). Reaction conditions: temperature 60 celsius, time 1.5 hour. The product is ClC=1C=C(C=C(C1OCCCCOCC=C(F)F)Cl)OCC=C(Cl)Cl (3,5-dichloro-1-(3,3-dichloro-2-propenyloxy)-4-(4-(3,3-difluoro-2-propenyloxy)butyloxy)benzene). Yield: 16.0%. RXN SMILES: [Cl:1][C:2]1[CH:16]=[C:15]([O:17][CH2:18][CH:19]=[C:20]([Cl:22])[Cl:21])[CH:14]=[C:13]([Cl:23])[C:3]=1[O:4][CH2:5][CH2:6][CH2:7][CH2:8][O:9][CH2:10][CH:11]=O.C1(P(C2C=CC=CC=2)C2C=CC=CC=2)C=CC=CC=1.Cl[C:44]([F:49])([F:48])C([O-])=O.[Na+].O>COCCOCCOC>[Cl:1][C:2]1[CH:16]=[C:15]([O:17][CH2:18][CH:19]=[C:20]([Cl:22])[Cl:21])[CH:14]=[C:13]([Cl:23])[C:3]=1[O:4][CH2:5][CH2:6][CH2:7][CH2:8][O:9][CH2:10][CH:11]=[C:44]([F:49])[F:48] |f:2.3|. Procedure: A mixture of 1.21 g of 4-(2,6-dichloro-4-(3,3-dichloro-2-propenyloxy)phenoxy)butyloxyacetaldehyde, 0.87 g of triphenylphosphine and 10 ml of diglyme was stirred at 160° C., to which a solution (5 ml) of 0.69 g of sodium chlorodifluoroacetate in diglyme heated to 60° C. was added dropwise. After stirring at 160° C. for 1.5 hours, the reaction mixture was returned to room temperature, poured into water and extracted twice with 50 ml of diethyl ether. The diethyl ether layers Were combined, washed ... Reactants: [N+](=O)([O-])C=1C=C(C=CC1OC)C=1OC2=C(N1)C=C(C=C2)Br (2-(3-nitro-4-methoxyphenyl)-5-bromobenzoxazole), COC1=CC=C(C=C1)B(O)O (4-methoxyphenylboronic acid). Product: [N+](=O)([O-])C=1C=C(C=CC1OC)C=1OC2=C(N1)C=C(C=C2)C2=CC=C(C=C2)OC (2-(3-Nitro-4-methoxyphenyl)-5-(4-methoxyphenyl)benzoxazole). As a reaction SMILES: [N+:1]([C:4]1[CH:5]=[C:6]([C:12]2[O:13][C:14]3[CH:20]=[CH:19][C:18](Br)=[CH:17][C:15]=3[N:16]=2)[CH:7]=[CH:8][C:9]=1[O:10][CH3:11])([O-:3])=[O:2].[CH3:22][O:23][C:24]1[CH:29]=[CH:28][C:27](B(O)O)=[CH:26][CH:25]=1>>[N+:1]([C:4]1[CH:5]=[C:6]([C:12]2[O:13][C:14]3[CH:20]=[CH:19][C:18]([C:27]4[CH:28]=[CH:29][C:24]([O:23][CH3:22])=[CH:25][CH:26]=4)=[CH:17][C:15]=3[N:16]=2)[CH:7]=[CH:8][C:9]=1[O:10][CH3:11])([O-:3])=[O:2]. Procedure: Prepared by the method of Example 15d), from 2-(3-nitro-4-methoxyphenyl)-5-bromobenzoxazole (200 mg, 0.57 mmol) and 4-methoxyphenylboronic acid (129 mg, 0.85 mmol) the subtitle compound was obtained (193 mg, 60%). 1H NMR (DMSO) δ 8.63(d, 1H), 8.45(dd, 1H), 7.99(d, 1H), 7.83(d, 1H), 7.67(d, 3H), 7.62(d, 1H), 7.05(d, 2H), 4.05(s, 3H), 3.81(s, 3H).